From a dataset of the Open Reaction Database (ORD), a public repository of structured organic reaction records. describe an organic reaction: reactants, conditions, products, and yield Reactants: O=C([O-])[O-], CCCCOc1cc(C=C(OCC)C(=O)O)ccc1I, CCCCCCCNC(=O)N(C)c1cccc(B(O)O)c1, COCCOC, [K+], [K+], O, O. The product is CCCCCCCNC(=O)N(C)c1cccc(-c2ccc(C=C(OCC)C(=O)O)cc2OCCCC)c1. Reaction SMILES: [C:42](=[O:43])([O-:44])[O-:45].[CH2:1]([CH2:2][CH2:3][CH3:4])[O:5][c:6]1[cH:7][c:8]([CH:13]=[C:14]([C:15](=[O:16])[OH:17])[O:18][CH2:19][CH3:20])[cH:9][cH:10][c:11]1[I:12].[CH2:21]([CH2:22][CH2:23][CH2:24][CH2:25][CH2:26][CH3:27])[NH:28][C:29]([N:30]([CH3:31])[c:32]1[cH:33][c:34]([B:38]([OH:39])[OH:40])[cH:35][cH:36][cH:37]1)=[O:41].[CH3:50][O:51][CH2:52][CH2:53][O:54][CH3:55].[K+:46].[K+:47].[OH2:48].[OH2:49]>>[CH2:1]([CH2:2][CH2:3][CH3:4])[O:5][c:6]1[cH:7][c:8]([CH:13]=[C:14]([C:15](=[O:16])[OH:17])[O:18][CH2:19][CH3:20])[cH:9][cH:10][c:11]1-[c:34]1[cH:33][c:32]([N:30]([C:29]([NH:28][CH2:21][CH2:22][CH2:23][CH2:24][CH2:25][CH2:26][CH3:27])=[O:41])[CH3:31])[cH:37][cH:36][cH:35]1. Starting materials: COC1=C(N)C=CC=C1 (2-methoxyaniline), ClC1=CC2=C(C=N1)C(=NN2C(C2=CC=CC=C2)(C2=CC=CC=C2)C2=CC=CC=C2)I (6-chloro-3-iodo-1-trityl-1H-pyrazolo[4,3-c]pyridine), C(=O)([O-])[O-].[Cs+].[Cs+] (Cs2CO3). The reagents and catalysts are CC(C)C1=CC(=C(C(=C1)C(C)C)C2=CC=CC=C2P(C3CCCCC3)C4CCCCC4)C(C)C.C1=CC=C([C-]=C1)CCN.Cl[Pd+] ((2-dicyclohexylphosphino-2′,4′,6′-triisopropyl-1,1′-biphenyl)[2-(2-aminoethyl)phenyl]palladium(II) chloride). Run in C1(=CC=CC=C1)C (toluene). Run at temperature 80 celsius. Product: ClC1=CC2=C(C=N1)C(=NN2C(C2=CC=CC=C2)(C2=CC=CC=C2)C2=CC=CC=C2)NC2=C(C=CC=C2)OC (6-chloro-N-(2-methoxyphenyl)-1-trityl-1H-pyrazolo[4,3-c]pyridin-3-amine). Yield: 76.7%. As a reaction SMILES: [CH3:1][O:2][C:3]1[CH:9]=[CH:8][CH:7]=[CH:6][C:4]=1[NH2:5].[Cl:10][C:11]1[N:16]=[CH:15][C:14]2[C:17](I)=[N:18][N:19]([C:20]([C:33]3[CH:38]=[CH:37][CH:36]=[CH:35][CH:34]=3)([C:27]3[CH:32]=[CH:31][CH:30]=[CH:29][CH:28]=3)[C:21]3[CH:26]=[CH:25][CH:24]=[CH:23][CH:22]=3)[C:13]=2[CH:12]=1.C([O-])([O-])=O.[Cs+].[Cs+]>C1(C)C=CC=CC=1.CC(C1C=C(C(C)C)C(C2C(P(C3CCCCC3)C3CCCCC3)=CC=CC=2)=C(C(C)C)C=1)C.C1C=[C-]C(CCN)=CC=1.Cl[Pd+]>[Cl:10][C:11]1[N:16]=[CH:15][C:14]2[C:17]([NH:5][C:4]3[CH:6]=[CH:7][CH:8]=[CH:9][C:3]=3[O:2][CH3:1])=[N:18][N:19]([C:20]([C:21]3[CH:22]=[CH:23][CH:24]=[CH:25][CH:26]=3)([C:27]3[CH:28]=[CH:29][CH:30]=[CH:31][CH:32]=3)[C:33]3[CH:38]=[CH:37][CH:36]=[CH:35][CH:34]=3)[C:13]=2[CH:12]=1 |f:2.3.4,6.7.8|. Procedure: A mixture of 2-methoxyaniline (0.18 g), 6-chloro-3-iodo-1-trityl-1H-pyrazolo[4,3-c]pyridine (0.50 g), Cs2CO3 (0.94 g), and (2-dicyclohexylphosphino-2′,4′,6′-triisopropyl-1,1′-biphenyl)[2-(2-aminoethyl)phenyl]palladium(II) chloride (0.071 g) in toluene (6 mL) was degassed and back filled with nitrogen (3 times) before it was heated at 80° C. for overnight. The reaction was cooled and diluted with ethyl acetate (15 mL) and water (10 mL). The mixture was filtered through celite and the filtrate was... Reactants: C1CCOC1, CO, Cc1ccc(-c2ccn3c(=O)n(Cc4ccc(C(F)(F)F)nc4)nc3c2Cl)cc1, OB(O)c1ccc(Cl)cc1, [K+], [K+], O=C([O-])[O-]. Product: Cc1ccc(-c2ccn3c(=O)n(Cc4ccc(C(F)(F)F)nc4)nc3c2-c2ccc(Cl)cc2)cc1. As a reaction SMILES: [CH2:30]1[O:31][CH2:32][CH2:33][CH2:34]1.[CH3:51][OH:52].[Cl:1][c:2]1[c:3]2[n:4]([cH:5][cH:6][c:7]1-[c:8]1[cH:9][cH:10][c:11]([CH3:14])[cH:12][cH:13]1)[c:15](=[O:29])[n:16]([CH2:18][c:19]1[cH:20][n:21][c:22]([C:25]([F:26])([F:27])[F:28])[cH:23][cH:24]1)[n:17]2.[Cl:35][c:36]1[cH:37][cH:38][c:39]([B:42]([OH:43])[OH:44])[cH:40][cH:41]1.[K+:45].[K+:46].[O-:47][C:48]([O-:49])=[O:50]>>[c:2]1(-[c:39]2[cH:38][cH:37][c:36]([Cl:35])[cH:41][cH:40]2)[c:3]2[n:4]([cH:5][cH:6][c:7]1-[c:8]1[cH:9][cH:10][c:11]([CH3:14])[cH:12][cH:13]1)[c:15](=[O:29])[n:16]([CH2:18][c:19]1[cH:20][n:21][c:22]([C:25]([F:26])([F:27])[F:28])[cH:23][cH:24]1)[n:17]2. The reactants are ClC=1C(=C(C=C(C1)OCC=C(Cl)Cl)I)OCCCOC1=NC=C(C=C1)C(F)(F)F (3-chloro-5-(3,3-dichloroprop-2-enyloxy)-1-iodo-2-[3-(5-trifluoromethylpyrid-2-yloxy)propyloxy]benzene), ClC1=C(C=CC=C1)C#C (1-chloro-2-ethynylbenzene). The reagents and catalysts are Cl[Pd]([P](C1=CC=CC=C1)(C2=CC=CC=C2)C3=CC=CC=C3)([P](C4=CC=CC=C4)(C5=CC=CC=C5)C6=CC=CC=C6)Cl (bis(triphenylphosphine)palladium(II) chloride), [Cu]I (copper(I) iodide). Run in C(C)N(CC)CC (triethylamine). Run at temperature 70 celsius, time 1 hour. Yields the product ClC1=C(C(=CC(=C1)OCC=C(Cl)Cl)C#CC1=C(C=CC=C1)Cl)OCCCOC1=NC=C(C=C1)C(F)(F)F (1-chloro-3-(2-chlorophenylethynyl)-5-(3,3-dichloroprop-2-enyloxy)-2-[3-(5-trifluoromethylpyrid-2-yloxy)propyloxy]benzene). RXN SMILES: [Cl:1][C:2]1[C:3]([O:15][CH2:16][CH2:17][CH2:18][O:19][C:20]2[CH:25]=[CH:24][C:23]([C:26]([F:29])([F:28])[F:27])=[CH:22][N:21]=2)=[C:4](I)[CH:5]=[C:6]([O:8][CH2:9][CH:10]=[C:11]([Cl:13])[Cl:12])[CH:7]=1.[Cl:30][C:31]1[CH:36]=[CH:35][CH:34]=[CH:33][C:32]=1[C:37]#[CH:38]>C(N(CC)CC)C.[Cu]I.Cl[Pd](Cl)([P](C1C=CC=CC=1)(C1C=CC=CC=1)C1C=CC=CC=1)[P](C1C=CC=CC=1)(C1C=CC=CC=1)C1C=CC=CC=1>[Cl:1][C:2]1[CH:7]=[C:6]([O:8][CH2:9][CH:10]=[C:11]([Cl:13])[Cl:12])[CH:5]=[C:4]([C:38]#[C:37][C:32]2[CH:33]=[CH:34][CH:35]=[CH:36][C:31]=2[Cl:30])[C:3]=1[O:15][CH2:16][CH2:17][CH2:18][O:19][C:20]1[CH:25]=[CH:24][C:23]([C:26]([F:29])([F:28])[F:27])=[CH:22][N:21]=1 |^1:50,69|. Procedure: Under an atmosphere of protective gas, 0.1 g of 3-chloro-5-(3,3-dichloroprop-2-enyloxy)-1-iodo-2-[3-(5-trifluoromethylpyrid-2-yloxy)propyloxy]benzene, 0.03 g of 1-chloro-2-ethynylbenzene and 0.003 g of copper(I) iodide were dissolved in 1 ml of triethylamine. 0.005 g of bis(triphenylphosphine)palladium(II) chloride was added, and the mixture was stirred at 70° C. for 1 hour. The mixture was then allowed to cool and concentrated under reduced pressure, and the resulting residue was subjected to c... The reactants are CCN(C(C)C)C(C)C, CC1CN(C(=O)OC(C)(C)C)CCN1, CN(C)C=O, O=C(Nc1ccc(C(=O)O)cc1)NC1CCC1. Product: CC1CN(C(=O)OC(C)(C)C)CCN1C(=O)c1ccc(NC(=O)NC2CCC2)cc1. RXN SMILES: [CH2:32]([N:33]([CH:34]([CH3:35])[CH3:36])[CH:37]([CH3:38])[CH3:39])[CH3:40].[CH3:1][CH:2]1[CH2:3][N:4]([C:8](=[O:9])[O:10][C:11]([CH3:12])([CH3:13])[CH3:14])[CH2:5][CH2:6][NH:7]1.[CH3:41][N:42]([CH3:43])[CH:44]=[O:45].[CH:15]1([NH:19][C:20]([NH:21][c:22]2[cH:23][cH:24][c:25]([C:26](=[O:27])[OH:28])[cH:29][cH:30]2)=[O:31])[CH2:16][CH2:17][CH2:18]1>>[CH3:1][CH:2]1[CH2:3][N:4]([C:8](=[O:9])[O:10][C:11]([CH3:12])([CH3:13])[CH3:14])[CH2:5][CH2:6][N:7]1[C:26]([c:25]1[cH:24][cH:23][c:22]([NH:21][C:20]([NH:19][CH:15]2[CH2:16][CH2:17][CH2:18]2)=[O:31])[cH:30][cH:29]1)=[O:27]. Reactants: CS(=O)(=O)OCCCCC1CC1 (4-cyclopropylbutyl methanesulfonate), [N-]=[N+]=[N-].[Na+] (sodium azide). The solvent is CN(C)C=O (DMF), O (water). Yields the product C1(CC1)CCCCN=[N+]=[N-] (4-Cyclopropylbutylazide). Reaction SMILES: CS(O[CH2:6][CH2:7][CH2:8][CH2:9][CH:10]1[CH2:12][CH2:11]1)(=O)=O.[N-:13]=[N+:14]=[N-:15].[Na+]>CN(C=O)C.O>[CH:10]1([CH2:9][CH2:8][CH2:7][CH2:6][N:13]=[N+:14]=[N-:15])[CH2:12][CH2:11]1 |f:1.2|. Procedure details: A solution of 880 mg (4.6 mmol) of 4-cyclopropylbutyl methanesulfonate and 585 mg (9.0 mmol) of sodium azide in 6.0 mL of DMF was heated at 60° C. under Ar overnight. After cooling to rt, the mixture was diluted with water, and extracted with two portions of ether. The combined organic layers were washed twice with water, brine, and dried over MgSO4. The solvents were concentrated by distillation at atmospheric pressure to give a solution of the title compound in ether that was used directly in ...